From a dataset of the Open Reaction Database (ORD), a public repository of structured organic reaction records. describe an organic reaction: reactants, conditions, products, and yield Reactants: aqueous solution, [Na] (sodium), CC(=O)OCC1=C(N2[C@@H]([C@@H](C2=O)NC(=O)CC3=CC=CS3)SC1)C(=O)O (7-(2-thienylacetamido)-cephalosporanic acid), SC=1N(C(=NN1)CCC(=O)O)C1=CC=CC=C1 (3-(2-mercapto-1-phenyl-1,3,4-triazol-5-yl)propionic acid), ice water, Cl (HCl), C([O-])(O)=O.[Na+] (sodium bicarbonate). Solvent: O (water). Product: S1C(=CC=C1)CC(=O)NC1[C@@H]2N(C(=C(CS2)CSC=2N(C(=NN2)CCC(=O)O)C2=CC=CC=C2)C(=O)O)C1=O (7-(2-thienylacetamido)-3-[5-(2-carboxyethyl)-1-phenyl-1,3,4-triazol-2-yl]thiomethyl-3-cephem-4-carboxylic acid). The yield is 87.5%. Reaction SMILES: [Na].CC(O[CH2:6][C:7]1[CH2:24][S:23][C@@H:10]2[C@H:11]([NH:14][C:15]([CH2:17][C:18]3[S:22][CH:21]=[CH:20][CH:19]=3)=[O:16])[C:12](=[O:13])[N:9]2[C:8]=1[C:25]([OH:27])=[O:26])=O.[SH:28][C:29]1[N:30]([C:39]2[CH:44]=[CH:43][CH:42]=[CH:41][CH:40]=2)[C:31]([CH2:34][CH2:35][C:36]([OH:38])=[O:37])=[N:32][N:33]=1.C(=O)(O)[O-].[Na+].Cl>O>[S:22]1[CH:21]=[CH:20][CH:19]=[C:18]1[CH2:17][C:15]([NH:14][CH:11]1[C:12](=[O:13])[N:9]2[C:8]([C:25]([OH:27])=[O:26])=[C:7]([CH2:6][S:28][C:29]3[N:30]([C:39]4[CH:44]=[CH:43][CH:42]=[CH:41][CH:40]=4)[C:31]([CH2:34][CH2:35][C:36]([OH:38])=[O:37])=[N:32][N:33]=3)[CH2:24][S:23][C@H:10]12)=[O:16] |f:3.4,^1:0|. Reported procedure: 358 mg of the sodium salt of 7-(2-thienylacetamido)-cephalosporanic acid and 256 mg of 3-(2-mercapto-1-phenyl-1,3,4-triazol-5-yl)propionic acid were dissolved in 5 ml of water and 4.12 ml of a 0.5N aqueous solution of sodium bicarbonate. The resulting solution was heated on a water bath at 63° to 65° C. in a nitrogen atmosphere for 4.5 hours. After completion of the reaction, 5 ml of ice-water and 3 ml of 1N HCl were added to the reaction mixture while ice-cooling and stirring to precipitate whi... The reactants are Cc1cc(N2CCC(CN3CCCC3C)C2)ccc1N, O=C(O)c1ccc(-n2cccc2)nc1. Product: Cc1cc(N2CCC(CN3CCCC3C)C2)ccc1NC(=O)c1ccc(-n2cccc2)nc1. Reaction SMILES: [CH3:1][c:2]1[c:3]([NH2:20])[cH:4][cH:5][c:6]([N:8]2[CH2:9][CH:10]([CH2:13][N:14]3[CH:15]([CH3:19])[CH2:16][CH2:17][CH2:18]3)[CH2:11][CH2:12]2)[cH:7]1.[n:21]1(-[c:26]2[n:27][cH:28][c:29]([C:30](=[O:31])[OH:32])[cH:33][cH:34]2)[cH:22][cH:23][cH:24][cH:25]1>>[CH3:1][c:2]1[c:3]([NH:20][C:30]([c:29]2[cH:28][n:27][c:26](-[n:21]3[cH:22][cH:23][cH:24][cH:25]3)[cH:34][cH:33]2)=[O:31])[cH:4][cH:5][c:6]([N:8]2[CH2:9][CH:10]([CH2:13][N:14]3[CH:15]([CH3:19])[CH2:16][CH2:17][CH2:18]3)[CH2:11][CH2:12]2)[cH:7]1. The reactants are CC=1C=CC(=C(C1)C(O)(C1=CC=CC=C1)C)O (5-methyl-2-hydroxy-α-methyl-α-phenyl-benzene-methanol), ClC(C(=O)O)Cl (dichloroacetic acid), [H-].[Na+] (sodium hydride), oil, ice. Run in O1CCOCC1 (dioxane), O1CCOCC1 (dioxane), O1CCOCC1 (dioxane). Reaction conditions: temperature 90 celsius, time 1 hour. Yields the product CC1(OC(OC2=C1C=C(C=C2)C)C(=O)O)C2=CC=CC=C2 (4,6-dimethyl-4-phenyl-[4H]-1,3-benzodioxin-2-carboxylic acid). RXN SMILES: Cl[CH:2](Cl)[C:3]([OH:5])=[O:4].[H-].[Na+].[CH3:9][C:10]1[CH:11]=[CH:12][C:13]([OH:25])=[C:14]([C:16]([CH3:24])([C:18]2[CH:23]=[CH:22][CH:21]=[CH:20][CH:19]=2)[OH:17])[CH:15]=1>O1CCOCC1>[CH3:24][C:16]1([C:18]2[CH:19]=[CH:20][CH:21]=[CH:22][CH:23]=2)[C:14]2[CH:15]=[C:10]([CH3:9])[CH:11]=[CH:12][C:13]=2[O:25][CH:2]([C:3]([OH:5])=[O:4])[O:17]1 |f:1.2|. Procedure details: A solution of 13 ml of dichloroacetic acid and 75 ml of dioxane was added over 40 minutes to a suspension of 1.6 g of dibenzo-18-courone-6, 20.2 g of sodium hydride as a 50% oil suspension and 250 ml of dioxane and then a solution of 30 g of the product of Step A in 150 ml of dioxane was added thereto at 60° C. over one hour. The mixture was heated at 90° C. for 2 hours, was cooled and poured into 500 ml of ice. The aqueous phase was washed 3 times with 300 ml of ether, was acidified with concen... Run in N1=CC=CC=C1 (pyridine), C(C)(=O)OCC (ethyl acetate). Yields the product ClC=1C=C2C(=CC=NC2=CC1)CN1N=C2N(C(N=C(C2=C1C1=CC(=CN1C)C#N)NCCO)=O)CC1CC1 (5-{2-[(6-chloroquinolin-4-yl)methyl]-7-(cyclopropylmethyl)-4-[(2-hydroxyethyl)amino]-6-oxo-6,7-dihydro-2H-pyrazolo[3,4-d]pyrimidin-3-yl}-1-methyl-1H-pyrrole-3-carbonitrile). As a reaction SMILES: [Cl:1][C:2]1[CH:3]=[C:4]2[C:9](=[CH:10][CH:11]=1)[N:8]=[CH:7][CH:6]=[C:5]2[CH2:12][N:13]1[C:21]([C:22]2[N:26]([CH3:27])[CH:25]=[C:24]([C:28]#[N:29])[CH:23]=2)=[C:20]2[C:15]([N:16]([CH2:32][CH:33]3[CH2:35][CH2:34]3)[C:17](=[O:31])[NH:18][C:19]2=O)=[N:14]1.P(Cl)(Cl)(=O)[O:37][C:38]1[CH:43]=CC(Cl)=CC=1.[N+:48](C1N=CNN=1)([O-])=O>N1C=CC=CC=1.C(OCC)(=O)C>[Cl:1][C:2]1[CH:3]=[C:4]2[C:9](=[CH:10][CH:11]=1)[N:8]=[CH:7][CH:6]=[C:5]2[CH2:12][N:13]1[C:21]([C:22]2[N:26]([CH3:27])[CH:25]=[C:24]([C:28]#[N:29])[CH:23]=2)=[C:20]2[C:15]([N:16]([CH2:32][CH:33]3[CH2:35][CH2:34]3)[C:17](=[O:31])[N:18]=[C:19]2[NH:48][CH2:43][CH2:38][OH:37])=[N:14]1. Reaction conditions: temperature 50 celsius, time 3 hour. Reported procedure: To a solution of 5-{2-[(6-chloroquinolin-4-yl)methyl]-7-cyclopropylmethyl-4,6-dioxo-4,5,6,7-tetrahydro-2H-pyrazolo[3,4-d]pyrimidin-3-yl}-1-methyl-1H-pyrrole-3-carbonitrile (0.42 g) in pyridine (5 mL) were added 4-chlorophenyl phosphorodichloridate (0.5 mL) and 3-nitro-1,2,4 triazole (0.15 g). After heating (Tb=50° C.) for 3 h, the reaction was diluted with ethyl acetate. The organic solution was washed with saturated NaHCO3 and brine, dried (Na2SO4), filtered and concentrated. The residue was di... The reactants are ClC=1C=C2C(=CC=NC2=CC1)CN1N=C2N(C(NC(C2=C1C1=CC(=CN1C)C#N)=O)=O)CC1CC1 (5-{2-[(6-chloroquinolin-4-yl)methyl]-7-cyclopropylmethyl-4,6-dioxo-4,5,6,7-tetrahydro-2H-pyrazolo[3,4-d]pyrimidin-3-yl}-1-methyl-1H-pyrrole-3-carbonitrile), P(OC1=CC=C(C=C1)Cl)(=O)(Cl)Cl (4-chlorophenyl phosphorodichloridate), [N+](=O)([O-])C1=NNC=N1 (3-nitro-1,2,4 triazole). Reactants: Clc1nsnc1CBr, CC[O-], CCO, NCCS, [Na+]. Product: NCCSCc1nsnc1Cl. As a reaction SMILES: [Br:1][CH2:2][c:3]1[n:4][s:5][n:6][c:7]1[Cl:8].[CH3:14][CH2:15][O-:16].[CH3:17][CH2:18][OH:19].[NH2:9][CH2:10][CH2:11][SH:12].[Na+:13]>>[CH2:2]([c:3]1[n:4][s:5][n:6][c:7]1[Cl:8])[S:12][CH2:11][CH2:10][NH2:9]. Reactants: C1(=CC=C(C=C1)OC1=NC=NC=C1CN)C ((4-(p-Tolyloxy)pyrimidin-5-yl)methanamine), CCN(C(C)C)C(C)C (DIEA), ClC1=NC=C(C(=N1)Cl)C(F)(F)F (2,4-dichloro-5-(trifluoromethyl)pyrimidine). The solvent is CN(C)C=O (DMF). Conditions: temperature -10 celsius. The product is ClC1=NC(=NC=C1C(F)(F)F)NCC=1C(=NC=NC1)OC1=CC=C(C=C1)C (4-chloro-N-((4-(p-tolyloxy)pyrimidin-5-yl)methyl)-5-(trifluoromethyl)pyrimidin-2-amine). Isolated yield 27.0%. Reaction SMILES: [C:1]1([CH3:16])[CH:6]=[CH:5][C:4]([O:7][C:8]2[C:13]([CH2:14][NH2:15])=[CH:12][N:11]=[CH:10][N:9]=2)=[CH:3][CH:2]=1.CCN(C(C)C)C(C)C.Cl[C:27]1[N:32]=[C:31]([Cl:33])[C:30]([C:34]([F:37])([F:36])[F:35])=[CH:29][N:28]=1>CN(C=O)C>[Cl:33][C:31]1[C:30]([C:34]([F:36])([F:35])[F:37])=[CH:29][N:28]=[C:27]([NH:15][CH2:14][C:13]2[C:8]([O:7][C:4]3[CH:3]=[CH:2][C:1]([CH3:16])=[CH:6][CH:5]=3)=[N:9][CH:10]=[N:11][CH:12]=2)[N:32]=1. Procedure: (4-(p-Tolyloxy)pyrimidin-5-yl)methanamine (1.0 equiv.) was placed in a round bottom flask with DIEA (1.0 equiv.), and DMF (0.4 M). The flask was placed in a cooling bath and cooled to −10° C. To the flask was added 2,4-dichloro-5-(trifluoromethyl)pyrimidine (1.0 equiv.) and stirring continued at −10° C. The reaction mixture was allowed to warm to room temperature over 3 h. The reaction mixture was loaded directly onto a silica gel column (100 g) and purified using 5-27% ethyl acetate in hexanes,...